This data is from the Open Reaction Database (ORD), a public repository of structured organic reaction records. The task is: describe an organic reaction: reactants, conditions, products, and yield Reactants: C(O)([O-])=O.[Na+] (sodium hydrogencarbonate), C(C)(C)(C)OC(=O)N1[C@H](C(N(CC1)CCCO)=O)C ((S)-4-(3-hydroxy-propyl)-2-methyl-3-oxo-piperazine-1-carboxylic acid tert-butyl ester), [Br-].[K+] (potassium bromide), Cl[O-].[Na+] (Sodium hypochlorite), N1CCCCC1 (piperidine), C(C)(=O)O (acetic acid), C(C)(=O)O[BH-](OC(C)=O)OC(C)=O.[Na+] (sodium triacetoxyborohydride). The reagents and catalysts are CC1(CCCC(N1[O])(C)C)C (2,2,6,6-tetramethylpiperidin-1-oxyl). Run in ClCCl (dichloromethane), ClCCl (dichloromethane). Yields the product C(C)(C)(C)OC(=O)N1[C@H](C(N(CC1)CCCN1CCCCC1)=O)C ((S)-2-Methyl-3-oxo-4-(3-piperidin-1-yl-propyl)-piperazine-1-carboxylic acid tert-butyl ester). Yield: 90.3%. Reaction SMILES: C(=O)([O-])O.[Na+].[C:6]([O:10][C:11]([N:13]1[CH2:18][CH2:17][N:16]([CH2:19][CH2:20][CH2:21]O)[C:15](=[O:23])[C@@H:14]1[CH3:24])=[O:12])([CH3:9])([CH3:8])[CH3:7].[Br-].[K+].Cl[O-].[Na+].[NH:30]1[CH2:35][CH2:34][CH2:33][CH2:32][CH2:31]1.C(O)(=O)C.C(O[BH-](OC(=O)C)OC(=O)C)(=O)C.[Na+]>ClCCl.CC1(C)N([O])C(C)(C)CCC1>[C:6]([O:10][C:11]([N:13]1[CH2:18][CH2:17][N:16]([CH2:19][CH2:20][CH2:21][N:30]2[CH2:35][CH2:34][CH2:33][CH2:32][CH2:31]2)[C:15](=[O:23])[C@@H:14]1[CH3:24])=[O:12])([CH3:9])([CH3:8])[CH3:7] |f:0.1,3.4,5.6,9.10,^1:60|. Procedure: Saturated aq. sodium hydrogencarbonate solution (1.25 ml) was added to a solution of (S)-4-(3-hydroxy-propyl)-2-methyl-3-oxo-piperazine-1-carboxylic acid tert-butyl ester (1.00 g, 3.67 mmol), potassium bromide (44 mg, 0.37 mmol), and 2,2,6,6-tetramethylpiperidin-1-oxyl (6 mg, 0.04 mmol) in dichloromethane (50 ml). Sodium hypochlorite solution (10% in water, 2.2 ml, 3.7 mmol) was added portionwise at 0° C., and the course of the oxidation was monitored by thin layer chromatography. After all star...